This data is from the Open Reaction Database (ORD), a public repository of structured organic reaction records. The task is: describe an organic reaction: reactants, conditions, products, and yield Starting materials: BrC1=CC(=C(C=C1)C(=O)N1[C@@H](CCC1)CN1CCCC1)F ((4-bromo-2-fluoro-phenyl)-(2-(S)-pyrrolidin-1-ylmethyl-pyrrolidin-1-yl)-methanone), FC(OC=1C=C(C=CC1)B(O)O)(F)F (3-Trifluoromethoxybenzene boronic acid). Yields the product FC=1C=C(C=CC1C(=O)N1[C@@H](CCC1)CN1CCCC1)C1=CC(=CC=C1)OC(F)(F)F ((3-Fluoro-3′-trifluoromethoxy-biphenyl-4-yl)-(2-(S)-pyrrolidin-1-ylmethyl-pyrrolidin-1-yl)-methanone). As a reaction SMILES: Br[C:2]1[CH:7]=[CH:6][C:5]([C:8]([N:10]2[CH2:14][CH2:13][CH2:12][C@H:11]2[CH2:15][N:16]2[CH2:20][CH2:19][CH2:18][CH2:17]2)=[O:9])=[C:4]([F:21])[CH:3]=1.[F:22][C:23]([F:35])([F:34])[O:24][C:25]1[CH:26]=[C:27](B(O)O)[CH:28]=[CH:29][CH:30]=1>>[F:21][C:4]1[CH:3]=[C:2]([C:27]2[CH:28]=[CH:29][CH:30]=[C:25]([O:24][C:23]([F:22])([F:34])[F:35])[CH:26]=2)[CH:7]=[CH:6][C:5]=1[C:8]([N:10]1[CH2:14][CH2:13][CH2:12][C@H:11]1[CH2:15][N:16]1[CH2:20][CH2:19][CH2:18][CH2:17]1)=[O:9]. Procedure: The title compound is prepared in a manner substantially analogous to Procedure SS starting from (4-bromo-2-fluoro-phenyl)-(2-(S)-pyrrolidin-1-ylmethyl-pyrrolidin-1-yl)-methanone and 3-Trifluoromethoxybenzene boronic acid. MS (M+H) 437.1 Starting materials: BrC1=CC=C(C=C1)C(F)(F)F (4-bromobenzotrifluoride), C(CCC)[Li] (n-butyllithium), hexanes, CN1C2CC(CC1CC2)=O (8-methyl-8-azabicyclo[3.2.1]octan-3-one). Product: CN1C2CC(CC1CC2)(O)C2=CC=C(C=C2)C(F)(F)F (8-Methyl-3-(4-trifluoromethylphenyl)-8-azabicyclo[3.2.1]octan-3-ol). Reaction SMILES: Br[C:2]1[CH:7]=[CH:6][C:5]([C:8]([F:11])([F:10])[F:9])=[CH:4][CH:3]=1.C([Li])CCC.[CH3:17][N:18]1[CH:23]2[CH2:24][CH2:25][CH:19]1[CH2:20][C:21](=[O:26])[CH2:22]2>>[CH3:17][N:18]1[CH:23]2[CH2:24][CH2:25][CH:19]1[CH2:20][C:21]([C:2]1[CH:7]=[CH:6][C:5]([C:8]([F:11])([F:10])[F:9])=[CH:4][CH:3]=1)([OH:26])[CH2:22]2. Procedure details: The title compound was prepared from 4-bromobenzotrifluoride, n-butyllithium in hexanes (31.2 mL, 2.5M; 77.9 mmol) and 8-methyl-8-azabicyclo[3.2.1]octan-3-one (5 g, 36 mmol). Yield 6.2 g (60%) as a yellow solid, m.p. 189.2-190.5° C.